This data is from the Open Reaction Database (ORD), a public repository of structured organic reaction records. The task is: describe an organic reaction: reactants, conditions, products, and yield Starting materials: O=[N+]([O-])c1c(NCc2ccccc2)ccnc1O, CC[N+](CC)(CC)CC, CC#N, [Cl-], O=P(Cl)(Cl)Cl. The product is O=[N+]([O-])c1c(NCc2ccccc2)ccnc1Cl. As a reaction SMILES: [CH2:1]([c:2]1[cH:3][cH:4][cH:5][cH:6][cH:7]1)[NH:8][c:9]1[c:10]([N+:16](=[O:17])[O-:18])[c:11]([OH:15])[n:12][cH:13][cH:14]1.[CH2:28]([N+:29]([CH2:30][CH3:31])([CH2:32][CH3:33])[CH2:34][CH3:35])[CH3:36].[CH3:24][C:25]#[N:26].[Cl-:27].[P:19]([Cl:20])([Cl:21])([Cl:22])=[O:23]>>[CH2:1]([c:2]1[cH:3][cH:4][cH:5][cH:6][cH:7]1)[NH:8][c:9]1[c:10]([N+:16](=[O:17])[O-:18])[c:11]([Cl:21])[n:12][cH:13][cH:14]1. Starting materials: aqueous solution, [Li+].[OH-] (LiOH), CC1(N=C(C(N(C1)CC(=O)OCC)=O)C1=CC=CC=C1)C (ethyl 5,6-dihydro-5,5-dimethyl-2-oxo-3-phenyl-1-(2H)-pyrazineacetate). Solvent: O1CCOCC1 (dioxane). The product is CC1(N=C(C(N(C1)CC(=O)O)=O)C1=CC=CC=C1)C (5,6-dihydro-5,5-dimethyl-2-oxo-3-phenyl1-(2H)-pyrazineacetic acid). RXN SMILES: [CH3:1][C:2]1([CH3:21])[CH2:7][N:6]([CH2:8][C:9]([O:11]CC)=[O:10])[C:5](=[O:14])[C:4]([C:15]2[CH:20]=[CH:19][CH:18]=[CH:17][CH:16]=2)=[N:3]1.[Li+].[OH-]>O1CCOCC1>[CH3:1][C:2]1([CH3:21])[CH2:7][N:6]([CH2:8][C:9]([OH:11])=[O:10])[C:5](=[O:14])[C:4]([C:15]2[CH:20]=[CH:19][CH:18]=[CH:17][CH:16]=2)=[N:3]1 |f:1.2|. Procedure details: 1,2-Diamino-2-methylpropane (7.4 ml) and methylbenzoyl formate (10 ml) were dissolved in absolute ethanol (250 ml) and heated at reflux for 18 hours. The reaction was concentrated to half volume and hot hexane (225 ml) was added. The solution was filtered and the filtrate was placed in the refrigerator overnight. The resultant crystals were filtered, and dried to give 5,6-dihydro-5,5-dimethyl-2-oxo-3-phenyl-2-(2H)-pyrazine. Mass Spec. m/c 203 (M+H)+. Anal Calcd. for C12H14N2O 1/2H2O: C, 69.70; H... Starting materials: Cc1ccccc1, O=C(O)c1cc(F)ccc1COc1cccc(F)c1, O=S(Cl)Cl. Product: O=C1c2cc(F)ccc2COc2cc(F)ccc21. RXN SMILES: [CH3:24][c:25]1[cH:26][cH:27][cH:28][cH:29][cH:30]1.[F:1][c:2]1[cH:3][cH:4][c:5]([CH2:11][O:12][c:13]2[cH:14][c:15]([F:19])[cH:16][cH:17][cH:18]2)[c:6]([C:7](=[O:8])[OH:9])[cH:10]1.[S:20]([Cl:21])([Cl:22])=[O:23]>>[F:1][c:2]1[cH:3][cH:4][c:5]2[c:6]([cH:10]1)[C:7](=[O:9])[c:18]1[c:13]([cH:14][c:15]([F:19])[cH:16][cH:17]1)[O:12][CH2:11]2. Starting materials: [OH-].OC1=C(SC2=[N+]1CCC1=C2SC=C1)C1=CC(=CC=C1)F (5,6-dihydro-3-hydroxy-2-(m-fluorophenyl )-thiazolo[3,2-a ]thieno[2,3-c ]pyridinium hydroxide), 3-butyl-2. The solvent is C1(=CC=CC=C1)C (toluene). The product is C(C)(=O)C=1C=C(C(N2CCC3=C(C12)SC=C3)=O)C3=CC(=CC=C3)F (10-acetyl-4,5-dihydro-8-(m-fluorophenyl)7H-thieno[2,3-a]quinolizin-7-one). As a reaction SMILES: [OH-:1].[OH:2][C:3]1[N+:7]2[CH2:8][CH2:9][C:10]3[CH:14]=[CH:13][S:12][C:11]=3[C:6]=2S[C:4]=1[C:15]1[CH:20]=[CH:19][CH:18]=[C:17]([F:21])[CH:16]=1>C1(C)C=CC=CC=1>[C:4]([C:15]1[CH:16]=[C:4]([C:15]2[CH:20]=[CH:19][CH:18]=[C:17]([F:21])[CH:16]=2)[C:3](=[O:2])[N:7]2[C:6]=1[C:11]1[S:12][CH:13]=[CH:14][C:10]=1[CH2:9][CH2:8]2)(=[O:1])[CH3:3] |f:0.1|. Procedure details: A solution of 0.303 g of 5,6-dihydro-3-hydroxy-2-(m-fluorophenyl )-thiazolo[3,2-a ]thieno[2,3-c ]pyridinium hydroxide (internal salt) and 0.145 ml of 3-butyl-2-one in 5 ml of toluene was heated under reflux for 1 hour. The solvent is evaporated in vacuo and the residue is chromatographed over silica gel with toluene/ethyl acetate (1:1). After recrystallization from ethanol, there was obtained 10-acetyl-4,5-dihydro-8-(m-fluorophenyl)7H-thieno[2,3-a]quinolizin-7-one of m.p. 109°110°. The reactants are N(=NC(=O)OC(C)C)C(=O)OC(C)C (Diisopropyl azodicarboxylate), FC=1C=C(C=CC1)C1=CC=C2CCC(C2=C1)O (6-(3-fluorophenyl)-2,3-dihydro-1H-inden-1-ol), C1(=CC=CC=C1)P(C1=CC=CC=C1)C1=CC=CC=C1 (triphenylphosphine), OC=1C=C(OCC(=O)OC)C=CC1 (methyl 2-(3-hydroxyphenoxy)acetate). The solvent is ClCCl (dichloromethane). Reaction conditions: time 16 hour. Product: FC=1C=C(C=CC1)C1=CC=C2CCC(C2=C1)OC=1C=C(OCC(=O)OC)C=CC1 (methyl 2-(3-((6-(3-fluorophenyl)-2,3-dihydro-1H-inden-1-yl)oxy)phenoxy)acetate). Yield: 48.4%. RXN SMILES: N(C(OC(C)C)=O)=NC(OC(C)C)=O.[F:15][C:16]1[CH:17]=[C:18]([C:22]2[CH:30]=[C:29]3[C:25]([CH2:26][CH2:27][CH:28]3[OH:31])=[CH:24][CH:23]=2)[CH:19]=[CH:20][CH:21]=1.C1(P(C2C=CC=CC=2)C2C=CC=CC=2)C=CC=CC=1.O[C:52]1[CH:53]=[C:54]([CH:61]=[CH:62][CH:63]=1)[O:55][CH2:56][C:57]([O:59][CH3:60])=[O:58]>ClCCl>[F:15][C:16]1[CH:17]=[C:18]([C:22]2[CH:30]=[C:29]3[C:25]([CH2:26][CH2:27][CH:28]3[O:31][C:52]3[CH:53]=[C:54]([CH:61]=[CH:62][CH:63]=3)[O:55][CH2:56][C:57]([O:59][CH3:60])=[O:58])=[CH:24][CH:23]=2)[CH:19]=[CH:20][CH:21]=1. Procedure details: Diisopropyl azodicarboxylate (57 mg, 0.28 mmol) was added to a solution of 6-(3-fluorophenyl)-2,3-dihydro-1H-inden-1-ol (55 mg, 0.24 mmol), triphenylphosphine (97 mg, 0.37 mmol), methyl 2-(3-hydroxyphenoxy)acetate (37 mg, 0.20 mmol) and dichloromethane (2 mL) in a 50 mL round bottom flask at room temperature. After stirring overnight for 16 hours, the resulting mixture was quenched with saturated aqueous NaHCO3 (50 mL) and extracted with ethyl acetate (100 mL). The combined organic extracts were...